This data is from the Open Reaction Database (ORD), a public repository of structured organic reaction records. The task is: describe an organic reaction: reactants, conditions, products, and yield Starting materials: C(CC)[Li] (propyl lithium), C(C)(=O)O[C@@H]1[C@]2(C)[C@@H](CC1)[C@@H]1C=CC3=CC(CC[C@@H]3[C@H]1CC2)=O ((17 beta)-17-(acetyloxy)estra-4,6-dien-3-one), [NH4+].[Cl-] (NH4Cl). Reagents/catalysts: [Cu]I (CuI). Run in C1CCOC1 (THF), C1CCOC1 (THF). Run at time 0.5 hour. Product: crude product, C(C)(=O)O[C@@H]1[C@]2(C)[C@@H](CC1)[C@@H]1[C@@H](CC3=CC(CC[C@@H]3[C@H]1CC2)=O)CCC ((7-alpha,17 beta)-17-(acetyloxy)-7-propylestr-4-en-3-one). Isolated yield 35.4%. RXN SMILES: [CH2:1]([Li])[CH2:2][CH3:3].[C:5]([O:8][C@H:9]1[CH2:14][CH2:13][C@H:12]2[C@H:15]3[C@H:24]([CH2:25][CH2:26][C@:10]12[CH3:11])[C@@H:23]1[C:18](=[CH:19][C:20](=[O:27])[CH2:21][CH2:22]1)[CH:17]=[CH:16]3)(=[O:7])[CH3:6].[NH4+].[Cl-]>C1COCC1.[Cu]I>[C:5]([O:8][C@H:9]1[CH2:14][CH2:13][C@H:12]2[C@H:15]3[C@H:24]([CH2:25][CH2:26][C@:10]12[CH3:11])[C@@H:23]1[C:18](=[CH:19][C:20](=[O:27])[CH2:21][CH2:22]1)[CH2:17][C@H:16]3[CH2:1][CH2:2][CH3:3])(=[O:7])[CH3:6] |f:2.3|. Procedure: A solution of propyl lithium (prepared from 1.4 g of Li and 9 ml of propyl bromide in 60 ml of ether at -20 C) was added at -40 C to 7.6 g of CuI in 60 ml of dry THF. After stirring for an additional 0.5 hr, a solution of 5.2 g of (17 beta)-17-(acetyloxy)estra-4,6-dien-3-one (1) in 20 ml of THF was added dropwise at -40 C. Upon stirring for an additional 15 minutes the reaction was complete, and the mixture was poured onto 300 ml of saturated NH4Cl solution, followed by extraction with ethyl ace... Reactants: C1CCOC1, C[Si](C)(C)[NH-], C[Si](C)(C)[NH-], CCCc1cc(C(=O)OC)ccc1OC(C(=O)NS(=O)(=O)c1ccc(C(C)C)cc1)c1ccc2c(c1)OCO2, CI, [Li+], [Li+]. Product: CCCc1cc(C(=O)OC)ccc1OC(C)(C(=O)NS(=O)(=O)c1ccc(C(C)C)cc1)c1ccc2c(c1)OCO2. RXN SMILES: [CH2:54]1[O:55][CH2:56][CH2:57][CH2:58]1.[CH3:40][Si:41]([NH-:42])([CH3:43])[CH3:44].[CH3:45][Si:46]([NH-:47])([CH3:48])[CH3:49].[CH:1]([CH3:2])([CH3:3])[c:4]1[cH:5][cH:6][c:7]([S:10](=[O:11])(=[O:12])[NH:13][C:14]([CH:15]([O:16][c:17]2[c:18]([CH2:27][CH2:28][CH3:29])[cH:19][c:20]([C:23](=[O:24])[O:25][CH3:26])[cH:21][cH:22]2)[c:30]2[cH:31][c:32]3[c:33]([cH:34][cH:35]2)[O:36][CH2:37][O:38]3)=[O:39])[cH:8][cH:9]1.[I:52][CH3:53].[Li+:50].[Li+:51]>>[CH:1]([CH3:2])([CH3:3])[c:4]1[cH:5][cH:6][c:7]([S:10](=[O:11])(=[O:12])[NH:13][C:14]([C:15]([O:16][c:17]2[c:18]([CH2:27][CH2:28][CH3:29])[cH:19][c:20]([C:23](=[O:24])[O:25][CH3:26])[cH:21][cH:22]2)([c:30]2[cH:31][c:32]3[c:33]([cH:34][cH:35]2)[O:36][CH2:37][O:38]3)[CH3:40])=[O:39])[cH:8][cH:9]1. Reactants: ice, BrC1=CC=C(C=C1)N1C(=C(C=C1)/C=C/C(=O)OCC)C1=C(C=C(C=C1)C(N)=O)C ((E)-ethyl 3-(1-(4-bromophenyl)-2-(4-carbamoyl-2-methylphenyl)-1H-pyrrol-3-yl)acrylate), BiCl3, [BH4-].[Na+] (NaBH4), resultant mixture. Solvent: C(C)O (ethanol). Product: BrC1=CC=C(C=C1)N1C(=C(C=C1)CCC(=O)OCC)C1=C(C=C(C=C1)C(N)=O)C (ethyl 3-(1-(4-bromophenyl)-2-(4-carbamoyl-2-methylphenyl)-1H-pyrrol-3-yl)propanoate). Isolated yield 25.0%. RXN SMILES: [Br:1][C:2]1[CH:7]=[CH:6][C:5]([N:8]2[CH:12]=[CH:11][C:10](/[CH:13]=[CH:14]/[C:15]([O:17][CH2:18][CH3:19])=[O:16])=[C:9]2[C:20]2[CH:25]=[CH:24][C:23]([C:26](=[O:28])[NH2:27])=[CH:22][C:21]=2[CH3:29])=[CH:4][CH:3]=1.[BH4-].[Na+]>C(O)C>[Br:1][C:2]1[CH:3]=[CH:4][C:5]([N:8]2[CH:12]=[CH:11][C:10]([CH2:13][CH2:14][C:15]([O:17][CH2:18][CH3:19])=[O:16])=[C:9]2[C:20]2[CH:25]=[CH:24][C:23]([C:26](=[O:28])[NH2:27])=[CH:22][C:21]=2[CH3:29])=[CH:6][CH:7]=1 |f:1.2|. Procedure: To an ice cooled solution of (E)-ethyl 3-(1-(4-bromophenyl)-2-(4-carbamoyl-2-methylphenyl)-1H-pyrrol-3-yl)acrylate (400 mg, 0.88 mmol) in 95% ethanol (10 mL) were added BiCl3 (554 mg, 1.76 mmol) and portionwise NaBH4 (134 mg, 3.52 mmol), then the resultant mixture was stirred at room temperature for 12 h. The reaction mixture was filtered, and the filtrate was partitioned between water (50 mL) and ethyl acetate (30 mL), the aqueous layer was extracted with ethyl acetate (30 mL×2). The combined o... Starting materials: C([O-])([O-])=O.[K+].[K+] (potassium carbonate), C(C=1C(O)=CC=CC1)=O (salicylaldehyde), ClCC(=O)OC(C)(C)C (t-butyl chloroacetate). Run in CN(C=O)C (dimethylformamide). Reaction conditions: temperature 50 celsius, time 3 hour. Yields the product C(C)(C)(C)OC(=O)COC1=C(C=O)C=CC=C1 (2-t-butoxycarbonylmethoxybenzaldehyde). Yield: 51.8%. Reaction SMILES: C(=O)([O-])[O-].[K+].[K+].[CH:7](=[O:15])[C:8]1[C:9](=[CH:11][CH:12]=[CH:13][CH:14]=1)[OH:10].Cl[CH2:17][C:18]([O:20][C:21]([CH3:24])([CH3:23])[CH3:22])=[O:19]>CN(C)C=O>[C:21]([O:20][C:18]([CH2:17][O:10][C:9]1[CH:11]=[CH:12][CH:13]=[CH:14][C:8]=1[CH:7]=[O:15])=[O:19])([CH3:24])([CH3:23])[CH3:22] |f:0.1.2|. Procedure details: 366 g of dimethylformamide and 165.9 g (1.2 mol) of potassium carbonate were placed in a flask, followed by dropwise addition of 122 g (1 mol) of salicylaldehyde. 181.2 g (1.2 mol) of t-butyl chloroacetate were added dropwise to the mixture at a temperature of 50° C. for three hours. After the addition, the mixture was stirred for three hours at a temperature of 50° C. The resulting reaction mixture was washed with 122 g of toluene and 662 g of water. 130 g of the solvent was removed from the mi... The reactants are CC(=O)OC(C)C, C[Si](C)(C)[N-][Si](C)(C)C, COc1ccc(CNc2nncs2)c(OC)c1, CC1CCCO1, [Cl-], O=S(=O)(Cl)c1cc(Cl)c(F)cc1F, [Li+], [NH4+], O. Product: COc1ccc(CN(c2nncs2)S(=O)(=O)c2cc(Cl)c(F)cc2F)c(OC)c1. Reaction SMILES: [C:43]([O:44][CH:45]([CH3:46])[CH3:47])(=[O:48])[CH3:49].[CH3:18][Si:19]([N-:20][Si:21]([CH3:22])([CH3:23])[CH3:24])([CH3:25])[CH3:26].[CH3:1][O:2][c:3]1[c:4]([CH2:5][NH:6][c:7]2[s:8][cH:9][n:10][n:11]2)[cH:12][cH:13][c:14]([O:16][CH3:17])[cH:15]1.[CH3:50][CH:51]1[CH2:52][CH2:53][CH2:54][O:55]1.[Cl-:41].[Cl:28][c:29]1[c:30]([F:40])[cH:31][c:32]([F:39])[c:33]([S:35](=[O:36])(=[O:37])[Cl:38])[cH:34]1.[Li+:27].[NH4+:42].[OH2:56]>>[CH3:1][O:2][c:3]1[c:4]([CH2:5][N:6]([c:7]2[s:8][cH:9][n:10][n:11]2)[S:35]([c:33]2[c:32]([F:39])[cH:31][c:30]([F:40])[c:29]([Cl:28])[cH:34]2)(=[O:36])=[O:37])[cH:12][cH:13][c:14]([O:16][CH3:17])[cH:15]1.